From a dataset of the Open Reaction Database (ORD), a public repository of structured organic reaction records. describe an organic reaction: reactants, conditions, products, and yield Yield: 34.6%. Reported procedure: Following a procedure similar to that described in Example 5(a), 1.69 g of 2-(4-phenylbutyl)phenol (prepared as described in Preparation 3), 1.72 g of 1-t-butoxycarbonyl-2-(2-hydroxyethyl)piperidine, 5.9 g of triphenylphosphine and 3.92 g of diethyl azodicarboxylate were reacted in 75 ml of methylene chloride. The crude oily product, extracted as described in Example 5(a), was purified by column chromatography through silica gel, using a 5:1 by volume mixture of hexane and ethyl acetate as the e... Reaction SMILES: [C:1]1([CH2:7][CH2:8][CH2:9][CH2:10][C:11]2[CH:16]=[CH:15][CH:14]=[CH:13][C:12]=2[OH:17])[CH:6]=[CH:5][CH:4]=[CH:3][CH:2]=1.[C:18]([O:22][C:23]([N:25]1[CH2:30][CH2:29][CH2:28][CH2:27][CH:26]1[CH2:31][CH2:32]O)=[O:24])([CH3:21])([CH3:20])[CH3:19].C1(P(C2C=CC=CC=2)C2C=CC=CC=2)C=CC=CC=1.N(C(OCC)=O)=NC(OCC)=O>C(Cl)Cl>[C:18]([O:22][C:23]([N:25]1[CH2:30][CH2:29][CH2:28][CH2:27][CH:26]1[CH2:31][CH2:32][O:17][C:12]1[CH:13]=[CH:14][CH:15]=[CH:16][C:11]=1[CH2:10][CH2:9][CH2:8][CH2:7][C:1]1[CH:2]=[CH:3][CH:4]=[CH:5][CH:6]=1)=[O:24])([CH3:21])([CH3:20])[CH3:19]. Product: C(C)(C)(C)OC(=O)N1C(CCCC1)CCOC1=C(C=CC=C1)CCCCC1=CC=CC=C1 (1-t-Butoxycarbonyl-2-{2-[2-(4-phenylbutyl)-phenoxy]ethyl}piperidine). The solvent is C(Cl)Cl (methylene chloride). Reactants: C1(=CC=CC=C1)CCCCC1=C(C=CC=C1)O (2-(4-phenylbutyl)phenol), N(=NC(=O)OCC)C(=O)OCC (diethyl azodicarboxylate), C(C)(C)(C)OC(=O)N1C(CCCC1)CCO (1-t-butoxycarbonyl-2-(2-hydroxyethyl)piperidine), C1(=CC=CC=C1)P(C1=CC=CC=C1)C1=CC=CC=C1 (triphenylphosphine). Product: ClC=1C=C(C=C(C1)Cl)N1N=C(N=N1)C1=NC=CC=C1 (2-[2-(3,5-dichlorophenyl)-2H-tetrazol-5-yl]pyridine). The reactants are ClC=1C=C(C=CC1)N1N=C(N=N1)C1=NC=CC=C1 (2-[2-(3-chlorophenyl)-2H-tetrazol-5-yl]pyridine), ClC=1C=C(N)C=C(C1)Cl (3,5-dichloroaniline), N1=C(C=CC=C1)C=O (2-pyridinecarboxaldehyde). RXN SMILES: [Cl:1][C:2]1[CH:3]=[C:4]([N:8]2[N:12]=[N:11][C:10]([C:13]3[CH:18]=[CH:17][CH:16]=[CH:15][N:14]=3)=[N:9]2)[CH:5]=[CH:6][CH:7]=1.[Cl:19]C1C=C(C=C(Cl)C=1)N.N1C=CC=CC=1C=O>>[Cl:1][C:2]1[CH:3]=[C:4]([N:8]2[N:12]=[N:11][C:10]([C:13]3[CH:18]=[CH:17][CH:16]=[CH:15][N:14]=3)=[N:9]2)[CH:5]=[C:6]([Cl:19])[CH:7]=1. Procedure: Following the procedure described in EXAMPLE 1 for the synthesis of 2-[2-(3-chlorophenyl)-2H-tetrazol-5-yl]pyridine, 3,5-dichloroaniline (48.6 mg, 0.3 mmol) and 2-pyridinecarboxaldehyde (32.1 mg, 0.3 mmol) were employed to obtain 2-[2-(3,5-dichlorophenyl)-2H-tetrazol-5-yl]pyridine as an orange solid. Reactants: C1(=CC=CC=C1)C=1CC(CCC1)C(=O)O (3-phenyl 3 cyclohexenecarboxylic acid), C(C1=CC=CC=C1)(=O)CC1C(OCC1)=O (3-(benzoylmethyl)-4,5-dihydro-2-(3H)-furanone), Br.C1(=CC=CC=C1)P(C1=CC=CC=C1)C1=CC=CC=C1 (triphenylphosphine hydrobromide), ice. Solvent: CS(=O)C (dimethylsulfoxide), O1CCCC1 (tetrahydrofuran). Run at temperature 170 celsius. Product: C1(=CC=CC=C1)C=1CC(CC1)C(=O)O (3-phenyl-3-cyclopentenecarboxylic acid). Isolated yield 67.3%. Reaction SMILES: [C:1]([CH2:9][CH:10]1[CH2:14][CH2:13][O:12][C:11]1=[O:15])(=O)[C:2]1[CH:7]=[CH:6][CH:5]=[CH:4][CH:3]=1.Br.C1(P(C2C=CC=CC=2)C2C=CC=CC=2)C=CC=CC=1.C1(C2CC(C(O)=O)CCC=2)C=CC=CC=1>CS(C)=O.O1CCCC1>[C:2]1([C:1]2[CH2:9][CH:10]([C:11]([OH:12])=[O:15])[CH2:14][CH:13]=2)[CH:7]=[CH:6][CH:5]=[CH:4][CH:3]=1 |f:1.2|. Procedure: 3-(Benzoylmethyl)-4,5-dihydro-2(3H)-furanone (5.00 g, Step A) and triphenylphosphine hydrobromide (8.41g) are mixed and heated to 170° C. in an oil bath under nitrogen for 1 hour. The mixture is cooled and powdered. The powder is dissolved in dimethylsulfoxide (50 mL) and diluted with tetrahydrofuran (30 mL). The solution is stirred under nitrogen and cooled in an ice.bath. Dimsyl sodium (25 mL of 2M, see Example D, Step C) is added dropwise over 20 minutes keeping the internal temperature below...